The task is: describe an organic reaction: reactants, conditions, products, and yield. This data is from the Open Reaction Database (ORD), a public repository of structured organic reaction records. Reactants: O=C(c1ccc(Br)nc1)N1CCN(c2ccc(C3CC3)cc2C2CC2)CC1, O=C1NCCO1. Yields the product O=C(c1ccc(N2CCOC2=O)nc1)N1CCN(c2ccc(C3CC3)cc2C2CC2)CC1. As a reaction SMILES: [Br:1][c:2]1[cH:3][cH:4][c:5]([C:8](=[O:9])[N:10]2[CH2:11][CH2:12][N:13]([c:16]3[c:17]([CH:25]4[CH2:26][CH2:27]4)[cH:18][c:19]([CH:22]4[CH2:23][CH2:24]4)[cH:20][cH:21]3)[CH2:14][CH2:15]2)[cH:6][n:7]1.[O:28]1[C:29](=[O:33])[NH:30][CH2:31][CH2:32]1>>[c:2]1([N:30]2[C:29](=[O:33])[O:28][CH2:32][CH2:31]2)[cH:3][cH:4][c:5]([C:8](=[O:9])[N:10]2[CH2:11][CH2:12][N:13]([c:16]3[c:17]([CH:25]4[CH2:26][CH2:27]4)[cH:18][c:19]([CH:22]4[CH2:23][CH2:24]4)[cH:20][cH:21]3)[CH2:14][CH2:15]2)[cH:6][n:7]1. The reactants are CC(=O)O[BH-](OC(C)=O)OC(C)=O, CN(c1cc(OCCCS(C)(=O)=O)cc2cc(C(=O)NCC(C=O)SCc3ccccc3)[nH]c12)S(=O)(=O)c1ccccn1, C1CSCCN1, ClCCCl, [Na+], [Na+], O=C(O)CC(O)(CC(=O)O)C(=O)O, O=C([O-])O. Yields the product CN(c1cc(OCCCS(C)(=O)=O)cc2cc(C(=O)NCC(CN3CCSCC3)SCc3ccccc3)[nH]c12)S(=O)(=O)c1ccccn1. RXN SMILES: [C:50]([O:51][BH-:52]([O:53][C:54](=[O:55])[CH3:56])[O:57][C:58](=[O:59])[CH3:60])(=[O:61])[CH3:62].[CH2:1]([c:2]1[cH:3][cH:4][cH:5][cH:6][cH:7]1)[S:8][CH:9]([CH2:10][NH:11][C:12](=[O:13])[c:14]1[nH:15][c:16]2[c:17]([N:31]([S:32](=[O:33])(=[O:34])[c:35]3[n:36][cH:37][cH:38][cH:39][cH:40]3)[CH3:41])[cH:18][c:19]([O:23][CH2:24][CH2:25][CH2:26][S:27](=[O:28])(=[O:29])[CH3:30])[cH:20][c:21]2[cH:22]1)[CH:42]=[O:43].[CH2:44]1[CH2:45][S:46][CH2:47][CH2:48][NH:49]1.[Cl:82][CH2:83][CH2:84][Cl:85].[Na+:63].[Na+:77].[OH:64][C:65]([CH2:66][C:67]([C:68](=[O:69])[OH:70])([CH2:71][C:72](=[O:73])[OH:74])[OH:75])=[O:76].[OH:78][C:79](=[O:80])[O-:81]>>[CH2:1]([c:2]1[cH:3][cH:4][cH:5][cH:6][cH:7]1)[S:8][CH:9]([CH2:10][NH:11][C:12](=[O:13])[c:14]1[nH:15][c:16]2[c:17]([N:31]([S:32](=[O:33])(=[O:34])[c:35]3[n:36][cH:37][cH:38][cH:39][cH:40]3)[CH3:41])[cH:18][c:19]([O:23][CH2:24][CH2:25][CH2:26][S:27](=[O:28])(=[O:29])[CH3:30])[cH:20][c:21]2[cH:22]1)[CH2:42][N:49]1[CH2:44][CH2:45][S:46][CH2:47][CH2:48]1. The reactants are C(C=C)Br (Allyl bromide), C1=CC=CC=C1 (Benzene), CC(C#C)NC(C1=C(C(=CC=C1)C(F)(F)F)Cl)=O (N-(but-3-yn-2-yl)-2-chloro-3-(trifluoromethyl)benzamide), N1=NN=C2N1C=CC=N2 (tetrazolo[1,5-a]pyrimidine), ClC1=C(C(=O)Cl)C=CC(=C1)F (2-chloro-4-fluorobenzoyl chloride), CCN(C(C)C)C(C)C (Hunig's base), (CuOTf)2. Conditions: time 6 hour. The product is ClC1=C(C(=O)Cl)C=CC(=C1)Cl (2,4-dichlorobenzoyl chloride), C(C)C=1N(C2=C(C=NC=C2)N1)C1=CC=CC=C1 (2-ethyl-1-phenyl-1H-imidazo[4,5-c]pyridine). The yield is 25.0%. As a reaction SMILES: CC(NC(=O)[C:7]1[CH:12]=[CH:11][CH:10]=[C:9](C(F)(F)F)[C:8]=1[Cl:17])C#C.N1[N:23]2[CH:24]=[CH:25][CH:26]=[N:27][C:22]2=[N:21]N=1.[Cl:28][C:29]1[CH:37]=[C:36](F)[CH:35]=[CH:34][C:30]=1[C:31]([Cl:33])=[O:32].[CH3:39][CH2:40]N(C(C)C)C(C)C.[CH:48]1C=CC=C[CH:49]=1.C(Br)C=C>>[Cl:28][C:29]1[CH:37]=[C:36]([Cl:17])[CH:35]=[CH:34][C:30]=1[C:31]([Cl:33])=[O:32].[CH2:48]([C:22]1[N:27]([C:7]2[CH:8]=[CH:9][CH:10]=[CH:11][CH:12]=2)[C:26]2[CH:25]=[CH:24][N:23]=[CH:40][C:39]=2[N:21]=1)[CH3:49]. Procedure: To the suspension of compound Intermediate 233 (138 mg, 0.5 mmol, 1.0 equiv), tetrazolo[1,5-a]pyrimidine (Intermediate 234) (67 mg, 0.55 mmol, 1.1 equiv.) and Hunig's base (0.3 mL, 1.75 mmol, 3.5 equiv.), (CuOTf)2.Benzene (150 mg, 0.6 mmol, 1.2 equiv.) was added at room temperature in one portion under N2. After 6 hours at room temperature, HPLC analysis indicated the complete consumption of Intermediate 233. Allyl bromide (242 mg, 2.0 mmol, 4.0 equiv.) was added and the reaction solution was st... Starting materials: C1(O)=CC=C(O)C=C1 (hydroquinone), [OH-].[K+] (KOH), Cl (hydrochloric acid), C1(=CC=C(C=C1)S(=O)(=O)OCC(C)OCCCCC)C ((2'-pentyloxypropyl) p-toluenesulfonate). Solvent: C(C)O (ethanol), O (water), O (water). Reaction conditions: time 13 hour. Product: C(CCCC)OC(COC1=CC=C(O)C=C1)C (Hydroquinone mono(2'- pentyloxypropyl) ether). As a reaction SMILES: [C:1]1([CH:8]=[CH:7][C:5]([OH:6])=[CH:4][CH:3]=1)[OH:2].[OH-].[K+].C1(C)C=CC(S(O[CH2:21][CH:22]([O:24][CH2:25][CH2:26][CH2:27][CH2:28][CH3:29])[CH3:23])(=O)=O)=CC=1.Cl>O.C(O)C>[CH2:25]([O:24][CH:22]([CH3:23])[CH2:21][O:2][C:1]1[CH:8]=[CH:7][C:5]([OH:6])=[CH:4][CH:3]=1)[CH2:26][CH2:27][CH2:28][CH3:29] |f:1.2|. Procedure details: 16.7 g of hydroquinone, 8.6 g of 85% KOH, 14 g of water and 200 ml of ethanol were added into a four-necked flask, and the reaction was carried out for 13 hours. After elevated in temperature to 50° C., the reaction was further carried out for 3 hours and 30 g of (2'-pentyloxypropyl) p-toluenesulfonate was added dropwise to the reaction mixture and at the temperature elevated to 70° C., the reaction was carried out for 1 hour and then for 3 hours by heating under reflux, and the mixture was left... The reactants are CSC1CC(CCC1C(C)C)C (p-Menth-3-yl methyl sulphide), OO (hydrogen peroxide), ferrous sulphate. The solvent is C(C)(=O)O (acetic acid). Conditions: time 17 hour. The product is CS(=O)C1CC(CCC1C(C)C)C (p-menth-3-yl methyl sulphoxide). RXN SMILES: [CH3:1][S:2][CH:3]1[CH:8]([CH:9]([CH3:11])[CH3:10])[CH2:7][CH2:6][CH:5]([CH3:12])[CH2:4]1.[OH:13]O>C(O)(=O)C>[CH3:1][S:2]([CH:3]1[CH:8]([CH:9]([CH3:11])[CH3:10])[CH2:7][CH2:6][CH:5]([CH3:12])[CH2:4]1)=[O:13]. Procedure: p-Menth-3-yl methyl sulphide, prepared as in Part A (1.5 g., 8 mmoles), hydrogen peroxide (1 ml. of 30% solution) and glacial acetic acid (25 ml.) were stirred at room temperature for 17 hours. The mixture was then poured into ferrous sulphate solution and extracted with ether. The ether extracts were washed with sodium carbonate solution and then dried (MgSO4). Removal of the solvent left an oil which was purified by column chromatography and distillation to give p-menth-3-yl methyl sulphoxide,... The reactants are C(C1=CC=CC=C1)OC1=CC=C2C(NC=NC2=C1)=O (7-benzyloxy-3,4-dihydroquinazolin-4-one), P12(=S)SP3(=S)SP(=S)(S1)SP(=S)(S2)S3 (phosphorus pentasulphide), O (water). Solvent: N1=CC=CC=C1 (pyridine). The product is C(C1=CC=CC=C1)OC1=CC=C2C(NC=NC2=C1)=S (7-benzyloxy-3,4-dihydroquinazolin-4-thione). Isolated yield 98.8%. As a reaction SMILES: [CH2:1]([O:8][C:9]1[CH:18]=[C:17]2[C:12]([C:13](=O)[NH:14][CH:15]=[N:16]2)=[CH:11][CH:10]=1)[C:2]1[CH:7]=[CH:6][CH:5]=[CH:4][CH:3]=1.P12(SP3(SP(SP(S3)(S1)=S)(=S)S2)=S)=[S:21].O>N1C=CC=CC=1>[CH2:1]([O:8][C:9]1[CH:18]=[C:17]2[C:12]([C:13](=[S:21])[NH:14][CH:15]=[N:16]2)=[CH:11][CH:10]=1)[C:2]1[CH:7]=[CH:6][CH:5]=[CH:4][CH:3]=1. Procedure: A suspension of 7-benzyloxy-3,4-dihydroquinazolin-4-one (7 g, 28 mmol), (prepared as described for the starting material in Example 6), in pyridine (350 ml) containing phosphorus pentasulphide (12.5 g, 33 mmol) was heated at reflux for 8 hours. After cooling, the mixture was poured into water (1 liter). The precipitate was collected by filtration, and washed with water. The solid was dissolved in 6M sodium hydroxide and the solution was filtered. The filtrate was acidified to pH2 with 6M hydroch... Reactants: Cl.COC=1C=CC=2C[C@@H]3[C@@]4([C@@H](CC(C[C@@]4(C2C1)CCN3)=O)C)OC (3,14-Dimethoxy-8α-methylmorphinan-6-one Hydrochloride), C1(CC1)CBr (cyclopropylmethyl bromide), C([O-])([O-])=O.[Na+].[Na+] (sodium carbonate). Solvent: C(C)O (ethanol). Run at temperature 110 celsius. Product: C1(CC1)CN1[C@H]2[C@@]3([C@@H](CC(C[C@@]3(C=3C=C(C=CC3C2)OC)CC1)=O)C)OC (17-Cyclopropylmethyl-3,14-dimethoxy 8α-methylmorphinan-6-one). Isolated yield 79.0%. As a reaction SMILES: Cl.[CH3:2][O:3][C:4]1[CH:5]=[CH:6][C:7]2[CH2:8][C@H:9]3[NH:20][CH2:19][CH2:18][C@@:15]4([C:16]=2[CH:17]=1)[C@@:10]3([O:23][CH3:24])[C@H:11]([CH3:22])[CH2:12][C:13](=[O:21])[CH2:14]4.[CH:25]1([CH2:28]Br)[CH2:27][CH2:26]1.C(=O)([O-])[O-].[Na+].[Na+]>C(O)C>[CH:25]1([CH2:28][N:20]2[CH2:19][CH2:18][C@@:15]34[C:16]5[CH:17]=[C:4]([O:3][CH3:2])[CH:5]=[CH:6][C:7]=5[CH2:8][C@@H:9]2[C@:10]3([O:23][CH3:24])[C@H:11]([CH3:22])[CH2:12][C:13](=[O:21])[CH2:14]4)[CH2:27][CH2:26]1 |f:0.1,3.4.5|. Procedure: A mixture of 3,14-dimethoxy-8α-methylmorphinan-6-one hydrochloride (26) (0.83 g, 2.36 mmol), cyclopropylmethyl bromide (0.51 g 3.78 mmol), anhydrous sodium carbonate (1.6 g, 15.09 mmol) and ethanol (20 ml) was refluxed at oil bath temperature of 110° C. for 18 hours with stirring under a nitrogen atmosphere. The resulting product was filtered and the residue washed with ethanol (3×35 ml). The filtrate was concentrated under reduced pressure give 0.689 g of a solid product which was purified by c... Reactants: C1(=CC=CC=C1)N1N=CC(=C(C1=O)C1=CC=C(C=C1)F)OC (2-phenyl-4-(4-fluorophenyl)-5-methoxy-3(2H)-pyridazinone), Br (HBr). Product: C1(=CC=CC=C1)N1N=CC(=C(C1=O)C1=CC=C(C=C1)F)O (2-phenyl-4-(4-fluorophenyl)-5-hydroxy-3(2H)-pyridazinone). The yield is 92.0%. As a reaction SMILES: [C:1]1([N:7]2[C:12](=[O:13])[C:11]([C:14]3[CH:19]=[CH:18][C:17]([F:20])=[CH:16][CH:15]=3)=[C:10]([O:21]C)[CH:9]=[N:8]2)[CH:6]=[CH:5][CH:4]=[CH:3][CH:2]=1.Br>>[C:1]1([N:7]2[C:12](=[O:13])[C:11]([C:14]3[CH:19]=[CH:18][C:17]([F:20])=[CH:16][CH:15]=3)=[C:10]([OH:21])[CH:9]=[N:8]2)[CH:2]=[CH:3][CH:4]=[CH:5][CH:6]=1. Procedure: The 2-phenyl-4-(4-fluorophenyl)-5-methoxy-3(2H)-pyridazinone product was treated with 48% HBr according to the method of Example 7 to furnish 2-phenyl-4-(4-fluorophenyl)-5-hydroxy-3(2H)-pyridazinone (yield: 957 mg, 92%). MS (DCI/NH3) m/z 283 (M+H)+, 300 (M+NH4)+.